Dataset: the Open Reaction Database (ORD), a public repository of structured organic reaction records. Task: describe an organic reaction: reactants, conditions, products, and yield The reactants are N1=C(C=C(C=C1C)C)C (2,4,6-collidine), C(C)(=O)N[C@H]1[C@@H](OCC2=CC=CC=C2)O[C@@H]([C@H]([C@@H]1OCC=C)O)COCC1=CC=CC=C1 (benzyl 2-acetamido-3-O-allyl-6-O-benzyl-2-deoxy-α-D-glucopyranoside), C(C)(=O)O[C@@H]1[C@H]([C@@H](O[C@@H]([C@H]1OC(C)=O)COC(C)=O)Cl)N1C(C=2C(C1=O)=CC=CC2)=O (3,4,6-tri-O-acetyl-2-deoxy-2-phthalimido-β-D-glucopyranosyl chloride), [Cl-] (chloride), N1=C(C=C(C=C1C)C)C (collidine). Reagents/catalysts: FC(S(=O)(=O)[O-])(F)F.[Ag+] (silver trifluoromethanesulfonate), FC(S(=O)(=O)[O-])(F)F.[Ag+] (silver trifluoromethanesulfonate). Run in [N+](=O)([O-])C (nitromethane), C(Cl)(Cl)Cl (chloroform), [N+](=O)([O-])C (nitromethane). Run at time 5 hour. Product: C(C)(=O)N[C@H]1[C@@H](OCC2=CC=CC=C2)O[C@@H]([C@H]([C@@H]1OCC=C)O[C@H]1[C@@H]([C@@H](OC(C)=O)[C@H](OC(C)=O)[C@H](O1)COC(C)=O)N1C(C=2C(C1=O)=CC=CC2)=O)COCC2=CC=CC=C2 (Benzyl 2-acetamido-4-O-(3,4,6-tri-O-acetyl-2-deoxy-2-phthalimido-β-D-glucopyranosyl)-3-O-allyl-6-O-benzyl-2-deoxy-α-D-glucopyranoside). RXN SMILES: [C:1]([NH:4][C@@H:5]1[C@@H:18]([O:19][CH2:20][CH:21]=[CH2:22])[C@H:17]([OH:23])[C@@H:16]([CH2:24][O:25][CH2:26][C:27]2[CH:32]=[CH:31][CH:30]=[CH:29][CH:28]=2)[O:15][C@@H:6]1[O:7][CH2:8][C:9]1[CH:14]=[CH:13][CH:12]=[CH:11][CH:10]=1)(=[O:3])[CH3:2].N1C(C)=CC(C)=CC=1C.[C:42]([O:45][C@H:46]1[C@H:51]([O:52][C:53](=[O:55])[CH3:54])[C@@H:50]([CH2:56][O:57][C:58](=[O:60])[CH3:59])[O:49][C@@H:48](Cl)[C@@H:47]1[N:62]1[C:66](=[O:67])[C:65]2=[CH:68][CH:69]=[CH:70][CH:71]=[C:64]2[C:63]1=[O:72])(=[O:44])[CH3:43].[Cl-]>[N+](C)([O-])=O.C(Cl)(Cl)Cl.FC(F)(F)S([O-])(=O)=O.[Ag+]>[C:1]([NH:4][C@@H:5]1[C@@H:18]([O:19][CH2:20][CH:21]=[CH2:22])[C@H:17]([O:23][C@@H:48]2[O:49][C@H:50]([CH2:56][O:57][C:58](=[O:60])[CH3:59])[C@@H:51]([O:52][C:53](=[O:55])[CH3:54])[C@H:46]([O:45][C:42](=[O:44])[CH3:43])[C@H:47]2[N:62]2[C:63](=[O:72])[C:64]3=[CH:71][CH:70]=[CH:69][CH:68]=[C:65]3[C:66]2=[O:67])[C@@H:16]([CH2:24][O:25][CH2:26][C:27]2[CH:28]=[CH:29][CH:30]=[CH:31][CH:32]=2)[O:15][C@@H:6]1[O:7][CH2:8][C:9]1[CH:10]=[CH:11][CH:12]=[CH:13][CH:14]=1)(=[O:3])[CH3:2] |f:6.7|. Procedure details: To a solution of benzyl 2-acetamido-3-O-allyl-6-O-benzyl-2-deoxy-α-D-glucopyranoside [prepared by the process set forth in J. C. Jacquinet & P. Sinay, J. Org. Chem., 42, 720 (1977)] (2.34 g, 5.30 mmol), silver trifluoromethanesulfonate (1.67 g, 6.50 mmol), and 2,4,6-collidine (0.86 ml, 6.5 mmol) in dry nitromethane (27 ml) stirred at room temperature under an atmosphere of nitrogen is added a solution of 3,4,6-tri-O-acetyl-2-deoxy-2-phthalimido-β-D-glucopyranosyl chloride [prepared by the proces... Reactants: CCOC(=O)NN=C(c1ccc(Cl)cc1)c1ccc(OS(=O)(=O)C(F)(F)F)cc1, ClSC(Cl)(Cl)Cl, [H-], [H][H], [Na+], C1CCOC1. RXN SMILES: [CH2:1]([CH3:2])[O:3][C:4](=[O:5])[NH:6][N:7]=[C:8]([c:9]1[cH:10][cH:11][c:12]([Cl:15])[cH:13][cH:14]1)[c:16]1[cH:17][cH:18][c:19]([O:22][S:23](=[O:24])(=[O:25])[C:26]([F:27])([F:28])[F:29])[cH:20][cH:21]1.[Cl:34][C:35]([S:36][Cl:37])([Cl:38])[Cl:39].[H-:30].[H:32][H:33].[Na+:31].[O:40]1[CH2:41][CH2:42][CH2:43][CH2:44]1>>[CH2:1]([CH3:2])[O:3][C:4](=[O:5])[N:6]([N:7]=[C:8]([c:9]1[cH:10][cH:11][c:12]([Cl:15])[cH:13][cH:14]1)[c:16]1[cH:17][cH:18][c:19]([O:22][S:23](=[O:24])(=[O:25])[C:26]([F:27])([F:28])[F:29])[cH:20][cH:21]1)[S:36][C:35]([Cl:34])([Cl:38])[Cl:39]. Yields the product CCOC(=O)N(N=C(c1ccc(Cl)cc1)c1ccc(OS(=O)(=O)C(F)(F)F)cc1)SC(Cl)(Cl)Cl. Reactants: C=CCCOCC(=O)OCC, CC(C)[N-]C(C)C, [Li+], C1CCOC1, O=Cc1ccc2c(ccn2S(=O)(=O)c2ccccc2)c1. The product is C=CCCOC(C(=O)OCC)C(O)c1ccc2c(ccn2S(=O)(=O)c2ccccc2)c1. As a reaction SMILES: [CH2:9]([CH3:10])[O:11][C:12]([CH2:13][O:14][CH2:15][CH2:16][CH:17]=[CH2:18])=[O:19].[CH:1]([N-:2][CH:3]([CH3:4])[CH3:5])([CH3:6])[CH3:7].[Li+:8].[O:40]1[CH2:41][CH2:42][CH2:43][CH2:44]1.[c:20]1([S:26](=[O:27])(=[O:28])[n:29]2[cH:30][cH:31][c:32]3[cH:33][c:34]([CH:38]=[O:39])[cH:35][cH:36][c:37]23)[cH:21][cH:22][cH:23][cH:24][cH:25]1>>[CH2:9]([CH3:10])[O:11][C:12]([CH:13]([O:14][CH2:15][CH2:16][CH:17]=[CH2:18])[CH:38]([c:34]1[cH:33][c:32]2[cH:31][cH:30][n:29]([S:26]([c:20]3[cH:21][cH:22][cH:23][cH:24][cH:25]3)(=[O:27])=[O:28])[c:37]2[cH:36][cH:35]1)[OH:39])=[O:19]. Reactants: ClC1=CC(=C(NC(C)=O)C=C1[N+](=O)[O-])F (4'-chloro-2'-fluoro-5'-nitroacetanilide), [H][H] (hydrogen). The reagents and catalysts are [Pt] (platinum on carbon). Run in C(C)O.O1CCCC1 (ethanol tetrahydrofuran). Yields the product NC=1C(=CC(=C(NC(C)=O)C1)F)Cl (5'-Amino-4'-chloro-2'-fluoroacetanilide). As a reaction SMILES: [Cl:1][C:2]1[C:11]([N+:12]([O-])=O)=[CH:10][C:5]([NH:6][C:7](=[O:9])[CH3:8])=[C:4]([F:15])[CH:3]=1.[H][H]>[Pt].C(O)C.O1CCCC1>[NH2:12][C:11]1[C:2]([Cl:1])=[CH:3][C:4]([F:15])=[C:5]([CH:10]=1)[NH:6][C:7](=[O:9])[CH3:8] |f:3.4|. Procedure details: A mixture of 4'-chloro-2'-fluoro-5'-nitroacetanilide (35.2 g, 151 mmol), and 5% platinum on carbon (7.0 g, 20 wt/wt %) in an ethanol/tetrahydrofuran (2:1) solution is hydrogenated until 28 psi of hydrogen is taken up. The reaction mixture is then filtered, and concentrated in vacuo to give the title product as a tan solid which is identified by 1H NMR spectral analysis. Procedure details: A solution of 21.8 g (0.1 mol) of 4,5-dichloro-2-dichloromethylene-imidazole was added to a solution of 15 g (0.11 mol) of N-methyl-benzamide in 100 ml of dioxane. The mixture was then heated briefly to the boil and discharged into ice water. The oil which first precipitated out became solid after a few hours. After the product had been filtered off, washed with water and dried, 6.0 g (20% of theory) of N-benzoyl-N-methyl-4,5-dichloro-imidazole-2-carboxylic acid amide with a melting point of 168... Yields the product C(C1=CC=CC=C1)(=O)N(C(=O)C=1NC(=C(N1)Cl)Cl)C (N-benzoyl-N-methyl-4,5-dichloro-imidazole-2-carboxylic acid amide). Isolated yield 20.0%. RXN SMILES: [Cl:1][C:2]1[C:6]([Cl:7])=[N:5][C:4](=[C:8](Cl)Cl)[N:3]=1.[CH3:11][NH:12][C:13](=[O:20])[C:14]1[CH:19]=[CH:18][CH:17]=[CH:16][CH:15]=1.[O:21]1CCOCC1>>[C:13]([N:12]([CH3:11])[C:8]([C:4]1[NH:5][C:6]([Cl:7])=[C:2]([Cl:1])[N:3]=1)=[O:21])(=[O:20])[C:14]1[CH:19]=[CH:18][CH:17]=[CH:16][CH:15]=1. Reactants: ClC1=NC(N=C1Cl)=C(Cl)Cl (4,5-dichloro-2-dichloromethylene-imidazole), CNC(C1=CC=CC=C1)=O (N-methyl-benzamide), O1CCOCC1 (dioxane), ice water. The reactants are BrCC1CCC1, CCCCCC, Cc1ccccc1, c1ccc(P(c2ccccc2)c2ccccc2)cc1. The product is [Br-], c1ccc([P+](CC2CCC2)(c2ccccc2)c2ccccc2)cc1. RXN SMILES: [Br:1][CH2:2][CH:3]1[CH2:4][CH2:5][CH2:6]1.[CH3:26][CH2:27][CH2:28][CH2:29][CH2:30][CH3:31].[CH3:32][c:33]1[cH:34][cH:35][cH:36][cH:37][cH:38]1.[c:7]1([P:13]([c:14]2[cH:15][cH:16][cH:17][cH:18][cH:19]2)[c:20]2[cH:21][cH:22][cH:23][cH:24][cH:25]2)[cH:8][cH:9][cH:10][cH:11][cH:12]1>>[Br-:1].[CH2:2]([CH:3]1[CH2:4][CH2:5][CH2:6]1)[P+:13]([c:7]1[cH:8][cH:9][cH:10][cH:11][cH:12]1)([c:14]1[cH:15][cH:16][cH:17][cH:18][cH:19]1)[c:20]1[cH:21][cH:22][cH:23][cH:24][cH:25]1. Reactants: C(C)OCC (diethyl ether), SiO2, COC=1C=C(C=C)C=CC1OC (3,4-dimethoxystyrene), C(C)[SiH](CC)CC (triethylsilane), iodo[bis(triphenylphosphine)]dioxorhenium(V). Solvent: C1=CC=CC=C1 (benzene). Conditions: temperature 60 celsius. Yields the product COC=1C=C(C=CC1OC)CC (3,4-dimethoxyethylbenzene). Isolated yield 41.4%. Reaction SMILES: [CH3:1][O:2][C:3]1[CH:4]=[C:5]([CH:8]=[CH:9][C:10]=1[O:11][CH3:12])[CH:6]=[CH2:7].C([SiH](CC)CC)C.C(OCC)C>C1C=CC=CC=1>[CH3:1][O:2][C:3]1[CH:4]=[C:5]([CH2:6][CH3:7])[CH:8]=[CH:9][C:10]=1[O:11][CH3:12]. Procedure: In a 5 mL flask opened to the air, to a clear solution of 3,4-dimethoxystyrene (100 μL, 0.755 mmol) in benzene (0.8 mL) was added triethylsilane (240 μL, 0.816 mmol). The flask was placed in a 60° C. bath and iodo[bis(triphenylphosphine)]dioxorhenium(V) (32 mg, 0.037 mmol) was added. The resulting brown solution was heated at 60° C. for 12 hours. The crude reaction mixture was directly applied to a SiO2 column and chromatographed eluting with 4:1 hexanes:diethyl ether to afford 3,4-dimethoxyethy... Reactants: CN1CCC(CC1)C1=NNC2=CC=CC=C12 (3-(1-methyl-4-piperidinyl)-1H-indazole), C1(=CC=CC=C1)S(=O)(=O)Cl (benzenesulfonyl chloride), solid. The solvent is CCOCC (ether). Yields the product Cl.C1(=CC=CC=C1)S(=O)(=O)N1N=C(C2=CC=CC=C12)C1CCN(CC1)C (1-Phenylsulfonyl-3-(1-methyl-4-piperidinyl)-1H-indazole hydrochloride). Isolated yield 36.0%. As a reaction SMILES: [CH3:1][N:2]1[CH2:7][CH2:6][CH:5]([C:8]2[C:16]3[C:11](=[CH:12][CH:13]=[CH:14][CH:15]=3)[NH:10][N:9]=2)[CH2:4][CH2:3]1.[C:17]1([S:23]([Cl:26])(=[O:25])=[O:24])[CH:22]=[CH:21][CH:20]=[CH:19][CH:18]=1>CCOCC>[ClH:26].[C:17]1([S:23]([N:10]2[C:11]3[C:16](=[CH:15][CH:14]=[CH:13][CH:12]=3)[C:8]([CH:5]3[CH2:4][CH2:3][N:2]([CH3:1])[CH2:7][CH2:6]3)=[N:9]2)(=[O:25])=[O:24])[CH:22]=[CH:21][CH:20]=[CH:19][CH:18]=1 |f:3.4|. Procedure: A mixture of 2.5 g of 3-(1-methyl-4-piperidinyl)-1H-indazole and 50 ml of benzenesulfonyl chloride was heated on a steam bath for 1 hr. The solution was cooled to ambient temperature and then poured into ether. The precipitate was collected and triturated with ethyl acetate to yield a solid. The solid was combined with 1.5 g of solid from another experiment and recrystallized twice from isopropanol to yield 2.3 g (36%) of product, mp 222°-224° C. Reactants: CS(C)=O, O=C(O)c1cnn(-c2ccc(Cl)cc2)c1, Cl, [Na+], [OH-], O=S(Cl)Cl, C[Si](C)(C)C=[N+]=[N-]. Product: O=C(CCl)c1cnn(-c2ccc(Cl)cc2)c1. As a reaction SMILES: [CH3:30][S:31]([CH3:32])=[O:33].[Cl:5][c:6]1[cH:7][cH:8][c:9](-[n:12]2[n:13][cH:14][c:15]([C:17]([OH:18])=[O:19])[cH:16]2)[cH:10][cH:11]1.[ClH:27].[Na+:29].[OH-:28].[S:1]([Cl:2])([Cl:3])=[O:4].[Si:20]([CH3:21])([CH:22]=[N+:23]=[N-:24])([CH3:25])[CH3:26]>>[Cl:5][c:6]1[cH:7][cH:8][c:9](-[n:12]2[n:13][cH:14][c:15]([C:17]([CH2:21][Cl:27])=[O:28])[cH:16]2)[cH:10][cH:11]1. Starting materials: C(C1=CC=CC=C1)[C@@H](C(=O)OCC1=CC=CC=C1)CC(=O)N1CCN(CC1)CC(F)(F)F (Benzyl (2R)-2-Benzyl-3-(4-trifluoroethylpiperazin-1-ylcarbonyl)propionate). The reagents and catalysts are [Pd] (palladium on carbon). The solvent is CO (methanol). Product: C(C1=CC=CC=C1)[C@@H](C(=O)O)CC(=O)N1CCN(CC1)CC(F)(F)F ((2R)-2-Benzyl-3-(4-trifluoroethylpiperazine-1-ylcarbonyl)propionic Acid). Yield: 96.4%. As a reaction SMILES: [CH2:1]([C@H:8]([CH2:19][C:20]([N:22]1[CH2:27][CH2:26][N:25]([CH2:28][C:29]([F:32])([F:31])[F:30])[CH2:24][CH2:23]1)=[O:21])[C:9]([O:11]CC1C=CC=CC=1)=[O:10])[C:2]1[CH:7]=[CH:6][CH:5]=[CH:4][CH:3]=1>[Pd].CO>[CH2:1]([C@H:8]([CH2:19][C:20]([N:22]1[CH2:23][CH2:24][N:25]([CH2:28][C:29]([F:32])([F:30])[F:31])[CH2:26][CH2:27]1)=[O:21])[C:9]([OH:11])=[O:10])[C:2]1[CH:3]=[CH:4][CH:5]=[CH:6][CH:7]=1. Reported procedure: The resultant compound from Example 24 (610 mg), and 10% palladium on carbon (300 mg) in methanol were stirred under an H2 atmosphere for 2 h. Filtration and solvent evaporation afforded 470 mg (96%) of a solid, m.p. 96°-98° C.